The task is: describe an organic reaction: reactants, conditions, products, and yield. This data is from the Open Reaction Database (ORD), a public repository of structured organic reaction records. Reactants: C1(C=2C(C(N1)=O)=CC=CC2)=O (phthalimide), C1(=CC=CC=C1)P(C1=CC=CC=C1)C1=CC=CC=C1 (triphenylphosphine), N(=NC(=O)OCC)C(=O)OCC (diethyl azodicarboxylate), BrC=1C=CC(=C(C(=O)C2=CC=CC=C2)C1)N1C(=NC=C1)CO (5-bromo-2-[2-(hydroxymethyl)imidazol-1-yl]benzophenone). Product: BrC=1C=CC(=C(C(=O)C2=CC=CC=C2)C1)N1C(=NC=C1)CN1C(C=2C(C1=O)=CC=CC2)=O (5-bromo-2-[2-(phthalimidomethyl)imidazol-1-yl]benzophenone). As a reaction SMILES: [Br:1][C:2]1[CH:3]=[CH:4][C:5]([N:16]2[CH:20]=[CH:19][N:18]=[C:17]2[CH2:21]O)=[C:6]([CH:15]=1)[C:7]([C:9]1[CH:14]=[CH:13][CH:12]=[CH:11][CH:10]=1)=[O:8].[C:23]1(=[O:33])[NH:27][C:26](=[O:28])[C:25]2=[CH:29][CH:30]=[CH:31][CH:32]=[C:24]12.C1(P(C2C=CC=CC=2)C2C=CC=CC=2)C=CC=CC=1.N(C(OCC)=O)=NC(OCC)=O>>[Br:1][C:2]1[CH:3]=[CH:4][C:5]([N:16]2[CH:20]=[CH:19][N:18]=[C:17]2[CH2:21][N:27]2[C:23](=[O:33])[C:24]3=[CH:32][CH:31]=[CH:30][CH:29]=[C:25]3[C:26]2=[O:28])=[C:6]([CH:15]=1)[C:7]([C:9]1[CH:10]=[CH:11][CH:12]=[CH:13][CH:14]=1)=[O:8]. Procedure: In the manner given in Example 17, 5-bromo-2-[2-(hydroxymethyl)imidazol-1-yl]benzophenone is treated with phthalimide and triphenylphosphine and finally with diethyl azodicarboxylate to give 5-bromo-2-[2-(phthalimidomethyl)imidazol-1-yl]benzophenone. Starting materials: Br[Mg]c1ccccc1, C1CCOC1, CCOCC, O=C1Nc2ccccc2C1=O. The product is O=C1Nc2ccccc2C1(O)c1ccccc1. As a reaction SMILES: [Br:12][Mg:13][c:14]1[cH:15][cH:16][cH:17][cH:18][cH:19]1.[CH2:25]1[O:26][CH2:27][CH2:28][CH2:29]1.[CH3:20][CH2:21][O:22][CH2:23][CH3:24].[O:1]=[C:2]1[NH:3][c:4]2[cH:5][cH:6][cH:7][cH:8][c:9]2[C:10]1=[O:11]>>[O:1]=[C:2]1[NH:3][c:4]2[cH:5][cH:6][cH:7][cH:8][c:9]2[C:10]1([OH:11])[c:14]1[cH:15][cH:16][cH:17][cH:18][cH:19]1. The reactants are C(C)OC(C1=CC(=NC(=C1)N(CC)CC)Cl)=O (2-chloro-6-diethylamino-isonicotinic acid ethyl ester), Pd(dppf), C[Zn]Cl (MeZnCl). As a reaction SMILES: [CH2:1]([O:3][C:4](=[O:17])[C:5]1[CH:10]=[C:9]([N:11]([CH2:14][CH3:15])[CH2:12][CH3:13])[N:8]=[C:7](Cl)[CH:6]=1)[CH3:2].[CH3:18][Zn]Cl>O1CCOCC1.O>[CH2:1]([O:3][C:4](=[O:17])[C:5]1[CH:6]=[C:7]([CH3:18])[N:8]=[C:9]([N:11]([CH2:14][CH3:15])[CH2:12][CH3:13])[CH:10]=1)[CH3:2]. Procedure: To a solution of 2-chloro-6-diethylamino-isonicotinic acid ethyl ester (10.1 g, 31.6 mmol) in dioxane (120 mL), Pd(dppf) (262 mg, 0.322 mmol) is added. MeZnCl (8.40 g, 72.4 mmol) is added dropwise to the mixture before it is stirred at 75° C. for 18 h. The mixture is carefully diluted with water, then extracted with EA. The combined org. extracts are dried over MgSO4, filtered and concentrated. The crude product is purified by CC on silica gel eluting with heptane:EA 9:1 to give 2-diethylamino-6... Run in O (water), O1CCOCC1 (dioxane). Product: C(C)OC(C1=CC(=NC(=C1)C)N(CC)CC)=O (2-diethylamino-6-methyl-isonicotinic acid ethyl ester). Run at temperature 75 celsius, time 18 hour. The reactants are [BH4-], CC(C)=O, CO, COC(=O)c1ccc(C(=O)C=Cc2cccc(O)c2)cc1Cl, [Na+]. The product is COC(=O)c1ccc(C(O)C=Cc2cccc(O)c2)cc1Cl. Reaction SMILES: [BH4-:1].[CH3:25][C:26](=[O:27])[CH3:28].[CH3:29][OH:30].[CH3:3][O:4][C:5]([c:6]1[c:7]([Cl:23])[cH:8][c:9]([C:12]([CH:13]=[CH:14][c:15]2[cH:16][c:17]([OH:21])[cH:18][cH:19][cH:20]2)=[O:22])[cH:10][cH:11]1)=[O:24].[Na+:2]>>[CH3:3][O:4][C:5]([c:6]1[c:7]([Cl:23])[cH:8][c:9]([CH:12]([CH:13]=[CH:14][c:15]2[cH:16][c:17]([OH:21])[cH:18][cH:19][cH:20]2)[OH:22])[cH:10][cH:11]1)=[O:24]. Starting materials: O (H2O), TiCl3, O (water), BrC1=C(C(=CC(=C1)[N+](=O)[O-])Br)C(C#N)C1=CC=C(C=C1)Cl ((±)-2,6-dibromo-α-(4-chlorophenyl)-4-nitrobenzeneacetonitrile). Run in C1CCOC1 (THF). Reaction conditions: time 2 hour. Product: NC1=CC(=C(C(=C1)Br)C(C#N)C1=CC=C(C=C1)Cl)Br ((±)-4-amino-2,6-dibromo-α-(4-chlorophenyl)benzeneacetonitrile). The yield is 12.5%. RXN SMILES: O.[Br:2][C:3]1[CH:8]=[C:7]([N+:9]([O-])=O)[CH:6]=[C:5]([Br:12])[C:4]=1[CH:13]([C:16]1[CH:21]=[CH:20][C:19]([Cl:22])=[CH:18][CH:17]=1)[C:14]#[N:15]>C1COCC1>[NH2:9][C:7]1[CH:6]=[C:5]([Br:12])[C:4]([CH:13]([C:16]2[CH:21]=[CH:20][C:19]([Cl:22])=[CH:18][CH:17]=2)[C:14]#[N:15])=[C:3]([Br:2])[CH:8]=1. Procedure details: A solution of 15% TiCl3 in water (0.13 mol) was added dropwise at RT to a solution of (±)-2,6-dibromo-α-(4-chlorophenyl)-4-nitrobenzeneacetonitrile (0.026 mol) in THF (200 ml). The mixture was stirred at RT for 2 hours, poured out into H2O and extracted with CH2Cl2. The organic layer was separated, washed with H2O and with K2CO3 10%, dried, filtered and the solvent was evaporated. A part of this residue (2 g) was crystallized from diethyl ether. The precipitate was filtered off and dried, yieldi... Reactants: O=C(O)c1ccc(Br)o1, CCOC(=O)CCC(N)C(=O)OCC, Cl. Product: CCOC(=O)CCC(NC(=O)c1ccc(Br)o1)C(=O)OCC. Reaction SMILES: [Br:1][c:2]1[cH:3][cH:4][c:5]([C:7](=[O:8])[OH:9])[o:6]1.[CH2:11]([CH3:12])[O:13][C:14]([CH:15]([NH2:16])[CH2:17][CH2:18][C:19](=[O:20])[O:21][CH2:22][CH3:23])=[O:24].[ClH:10]>>[Br:1][c:2]1[cH:3][cH:4][c:5]([C:7](=[O:9])[NH:16][CH:15]([C:14]([O:13][CH2:11][CH3:12])=[O:24])[CH2:17][CH2:18][C:19](=[O:20])[O:21][CH2:22][CH3:23])[o:6]1. Yields the product S1C(=NC=C1)NS(=O)(=O)C1=CC=C(C=C1)S(=O)(=O)CCC1=CC=C(C=C1)C(F)(F)F (N-thiazol-2-yl-4-[2-(4-trifluoromethyl-phenyl)-ethanesulfonyl]-benzenesulfonamide). Solvent: N1=CC=CC=C1 (pyridine). Reactants: FC(C1=CC=C(C=C1)CCS(=O)(=O)C1=CC=C(C=C1)S(=O)(=O)Cl)(F)F (4-[2-(4-Trifluoromethyl-phenyl)-ethanesulfonyl]-benzenesulfonyl chloride), NC=1SC=CN1 (2-aminothiazole). RXN SMILES: [F:1][C:2]([F:25])([F:24])[C:3]1[CH:8]=[CH:7][C:6]([CH2:9][CH2:10][S:11]([C:14]2[CH:19]=[CH:18][C:17]([S:20](Cl)(=[O:22])=[O:21])=[CH:16][CH:15]=2)(=[O:13])=[O:12])=[CH:5][CH:4]=1.[NH2:26][C:27]1[S:28][CH:29]=[CH:30][N:31]=1>N1C=CC=CC=1>[S:28]1[CH:29]=[CH:30][N:31]=[C:27]1[NH:26][S:20]([C:17]1[CH:18]=[CH:19][C:14]([S:11]([CH2:10][CH2:9][C:6]2[CH:7]=[CH:8][C:3]([C:2]([F:25])([F:24])[F:1])=[CH:4][CH:5]=2)(=[O:13])=[O:12])=[CH:15][CH:16]=1)(=[O:22])=[O:21]. Reaction conditions: time 8 hour. Reported procedure: To 4-[2-(4-Trifluoromethyl-phenyl)-ethanesulfonyl]-benzenesulfonyl chloride (1288 mg, 0.003120 mol) and 2-aminothiazole (0.31 g, 0.0031 mol) was added pyridine (20 mL). After stirring overnight, the reaction mixture was concentrated, dissolved in DMSO (4 mL) and purified by reversed phase chromatography (Phenomenex 250×30 mm 15 micron C18 column. 40 mL/min. Gradient 85% A to 100% B over 25 min. Solvent A: 7800 water/200 acetonitrile/8 TFA. Solvent B: 7200 acetonitrile/800 water/8 TFA). The compo... Yield: 6.4%. Starting materials: C(C)(C)(C)OC(NC1(CCC1)C1=CC=C(C=C1)C=1C(=CC2=C(OCC(N2CCC#N)=O)N1)C1=CC=CC=C1)=O (tert-butyl(1-(4-(1-(2-cyanoethyl)-2-oxo-7-phenyl-2,3-dihydro-1H-pyrido[2,3-b][1,4]oxazin-6-yl)phenyl)cyclobutyl)carbamate), O=C1NC2=C(OC1)N=C(C(=C2)C2=CC=CC=C2)C2=CC=C(C=C2)C2(CCC2)NC(OC(C)(C)C)=O (tert-butyl 1-(4-(2-oxo-7-phenyl-2,3-dihydro-1H-pyrido[2,3-b][1,4]oxazin-6-yl)phenyl)cyclobutylcarbamate), ICCC (1-iodopropane). Yields the product C(C)(C)(C)OC(NC1(CCC1)C1=CC=C(C=C1)C=1C(=CC2=C(OCC(N2CCC)=O)N1)C1=CC=CC=C1)=O (tert-butyl(1-(4-(2-oxo-7-phenyl-1-propyl-2,3-dihydro-1H-pyrido[2,3-b][1,4]oxazin-6-yl)phenyl)cyclobutyl)carbamate). Reaction SMILES: [C:1]([O:5][C:6](=[O:39])[NH:7][C:8]1([C:12]2[CH:17]=[CH:16][C:15]([C:18]3[C:19]([C:33]4[CH:38]=[CH:37][CH:36]=[CH:35][CH:34]=4)=[CH:20][C:21]4[N:26]([CH2:27][CH2:28][C:29]#N)[C:25](=[O:31])[CH2:24][O:23][C:22]=4[N:32]=3)=[CH:14][CH:13]=2)[CH2:11][CH2:10][CH2:9]1)([CH3:4])([CH3:3])[CH3:2].O=C1COC2N=C(C3C=CC(C4(NC(=O)OC(C)(C)C)CCC4)=CC=3)C(C3C=CC=CC=3)=CC=2N1.ICCC>>[C:1]([O:5][C:6](=[O:39])[NH:7][C:8]1([C:12]2[CH:13]=[CH:14][C:15]([C:18]3[C:19]([C:33]4[CH:34]=[CH:35][CH:36]=[CH:37][CH:38]=4)=[CH:20][C:21]4[N:26]([CH2:27][CH2:28][CH3:29])[C:25](=[O:31])[CH2:24][O:23][C:22]=4[N:32]=3)=[CH:16][CH:17]=2)[CH2:9][CH2:10][CH2:11]1)([CH3:2])([CH3:3])[CH3:4]. Procedure: Following the procedure for tert-butyl(1-(4-(1-(2-cyanoethyl)-2-oxo-7-phenyl-2,3-dihydro-1H-pyrido[2,3-b][1,4]oxazin-6-yl)phenyl)cyclobutyl)carbamate, tert-butyl 1-(4-(2-oxo-7-phenyl-2,3-dihydro-1H-pyrido[2,3-b][1,4]oxazin-6-yl)phenyl)cyclobutylcarbamate (60 mg, 0.127 mmol) was reacted with 1-iodopropane (32.4 mg, 0.191 mmol) to afford the title compound (43 mg. 1H NMR (500 MHz, CD3OD): 7.53 (1H, s), 7.21-7.32 (9H, m), 4.94 (2H, s), 4.02 (2H, t), 2.44-2.47 (4H, m), 2.05-2.10 (1H, m), 1.85-1.87 (... The reactants are CSC=1N=CC2=C(N3CCC[C@H]3CN(C2=O)C=2C=C(C(=O)OCC)C=CC2)N1 (Ethyl (S)-3-(9-methylthio-6-oxo-2,3,3a,4-tetrahydro-1H,6H-5,8,10,10b-tetraazabenzo[e]azulen-5-yl)benzoate), [OH-].[Na+] (sodium hydroxide). Run in C(C)O (ethanol). Run at temperature 90 celsius, time 1 hour. Yields the product CSC=1N=CC2=C(N3CCC[C@H]3CN(C2=O)C=2C=C(C(=O)O)C=CC2)N1 ((S)-3-(9-methylthio-6-oxo-2,3,3a,4-tetrahydro-1H,6H-5,8,10,10b-tetraazabenzo[e]azulen-5-yl)benzoic acid). The yield is 79.1%. RXN SMILES: [CH3:1][S:2][C:3]1[N:4]=[CH:5][C:6]2[C:15](=[O:16])[N:14]([C:17]3[CH:18]=[C:19]([CH:25]=[CH:26][CH:27]=3)[C:20]([O:22]CC)=[O:21])[CH2:13][C@H:12]3[N:8]([CH2:9][CH2:10][CH2:11]3)[C:7]=2[N:28]=1.[OH-].[Na+]>C(O)C>[CH3:1][S:2][C:3]1[N:4]=[CH:5][C:6]2[C:15](=[O:16])[N:14]([C:17]3[CH:18]=[C:19]([CH:25]=[CH:26][CH:27]=3)[C:20]([OH:22])=[O:21])[CH2:13][C@H:12]3[N:8]([CH2:9][CH2:10][CH2:11]3)[C:7]=2[N:28]=1 |f:1.2|. Reported procedure: Ethyl (S)-3-(9-methylthio-6-oxo-2,3,3a,4-tetrahydro-1H,6H-5,8,10,10b-tetraazabenzo[e]azulen-5-yl)benzoate (1.85 g, 4.64 mmol) obtained in Step 1 of Example 18 was dissolved in ethanol (23 mL), and the mixture was stirred at 90° C. for 1 hour after adding a 10% aqueous sodium hydroxide solution (1.7 mL, 46.4 mL). After concentrating the mixture under reduced pressure, a 10% aqueous hydrochloric acid solution was added and stirred. The precipitated solid was filtered off and dried to give (S)-3-(9...